From a dataset of the Open Reaction Database (ORD), a public repository of structured organic reaction records. describe an organic reaction: reactants, conditions, products, and yield As a reaction SMILES: [CH2:14]([I:15])[CH3:16].[CH3:17][C:18]([CH3:19])([O-:20])[CH3:21].[CH3:1][c:2]1[c:3]([CH:4]=[O:5])[cH:6][cH:7][c:8]([NH:10][C:11]([CH3:12])=[O:13])[cH:9]1.[K+:22].[Na+:24].[OH-:23].[OH2:25]>>[CH3:1][c:2]1[c:3]([CH:4]=[O:5])[cH:6][cH:7][c:8]([NH:10][CH2:11][CH3:12])[cH:9]1. Reactants: CCI, CC(C)(C)[O-], CC(=O)Nc1ccc(C=O)c(C)c1, [K+], [Na+], [OH-], O. Product: CCNc1ccc(C=O)c(C)c1. The product is C1(CCC1)N1C2=C(OCC1=O)N=C(C(=C2)C2=CC=CC=C2)C2=CC=C(C=C2)C2(CCC2)NC(OC(C)(C)C)=O (tert-butyl 1-(4-(1-cyclobutyl-2-oxo-7-phenyl-2,3-dihydro-1H-pyrido[2,3-b][1,4]oxazin-6-yl)phenyl)cyclobutylcarbamate). Conditions: temperature 80 celsius, time 1 hour. Reaction SMILES: [O:1]=[C:2]1[CH2:7][O:6][C:5]2[N:8]=[C:9]([C:18]3[CH:23]=[CH:22][C:21]([C:24]4([NH:28][C:29](=[O:35])[O:30][C:31]([CH3:34])([CH3:33])[CH3:32])[CH2:27][CH2:26][CH2:25]4)=[CH:20][CH:19]=3)[C:10]([C:12]3[CH:17]=[CH:16][CH:15]=[CH:14][CH:13]=3)=[CH:11][C:4]=2[NH:3]1.C(=O)([O-])[O-].[K+].[K+].Br[CH:43]1[CH2:46][CH2:45][CH2:44]1>CN(C)C=O.C(=O)(O)[O-].[Na+]>[CH:43]1([N:3]2[C:2](=[O:1])[CH2:7][O:6][C:5]3[N:8]=[C:9]([C:18]4[CH:23]=[CH:22][C:21]([C:24]5([NH:28][C:29](=[O:35])[O:30][C:31]([CH3:32])([CH3:34])[CH3:33])[CH2:25][CH2:26][CH2:27]5)=[CH:20][CH:19]=4)[C:10]([C:12]4[CH:13]=[CH:14][CH:15]=[CH:16][CH:17]=4)=[CH:11][C:4]2=3)[CH2:46][CH2:45][CH2:44]1 |f:1.2.3,6.7|. The solvent is CN(C=O)C (N,N-dimethylformamide), C([O-])(O)=O.[Na+] (sodium bicarbonate). Procedure: In a 15 mL reaction tube was added tert-butyl 1-(4-(2-oxo-7-phenyl-2,3-dihydro-1H-pyrido[2,3-b][1,4]oxazin-6-yl)phenyl)cyclobutylcarbamate (50 mg, 0.106 mmol), potassium carbonate (44 mg, 0.318 mmol) and bromocyclobutane (0.030 mL, 0.318 mmol) in anhydrous N,N-dimethylformamide (1 mL) to give an orange suspension. The reaction mixture was stirred at 80° C. for one hour, then 100° C. for 2 hours. The reaction mixture was allowed to cool to room temperature, diluted with saturated sodium bicarbona... Yield: 26.9%. The reactants are O=C1NC2=C(OC1)N=C(C(=C2)C2=CC=CC=C2)C2=CC=C(C=C2)C2(CCC2)NC(OC(C)(C)C)=O (tert-butyl 1-(4-(2-oxo-7-phenyl-2,3-dihydro-1H-pyrido[2,3-b][1,4]oxazin-6-yl)phenyl)cyclobutylcarbamate), C([O-])([O-])=O.[K+].[K+] (potassium carbonate), BrC1CCC1 (bromocyclobutane).